Dataset: the Open Reaction Database (ORD), a public repository of structured organic reaction records. Task: describe an organic reaction: reactants, conditions, products, and yield Reactants: ClC1=CC(=NC=N1)C(C)=O (1-(6-chloro-4-pyrimidinyl)ethanone), ClC1=CC(=NC=N1)C(C)=O (1-(6-chloro-4-pyrimidinyl)ethanone), C[Mg]Br (methylmagnesium bromide). The solvent is C1CCOC1 (THF). Reaction conditions: temperature 0 celsius, time 2 hour. Product: ClC1=CC(=NC=N1)C(C)(C)O (2-(6-Chloro-4-pyrimidinyl)-2-propanol). Isolated yield 39.6%. Reaction SMILES: [Cl:1][C:2]1[N:7]=[CH:6][N:5]=[C:4]([C:8](=[O:10])[CH3:9])[CH:3]=1.[CH3:11][Mg]Br>C1COCC1>[Cl:1][C:2]1[N:7]=[CH:6][N:5]=[C:4]([C:8]([OH:10])([CH3:11])[CH3:9])[CH:3]=1. Reported procedure: To a stirred solution of 1-(6-chloro-4-pyrimidinyl)ethanone (Intermediate 18, 500 mg, 3.19 mmol)) in THF (5 mL) was added methylmagnesium bromide (1.171 mL, 3.51 mmol), and the resulting mixture stirred under argon at 0° C. for 2 hrs. The reaction was quenched with water (25 mL) with stirring and extracted with ethyl acetate (50 mL). The combined organic layers were dried (MgSO4), filtered and evaporated to dryness to afford the crude residues. Crude residues were then purified on Biotage Isoler...